Dataset: the Open Reaction Database (ORD), a public repository of structured organic reaction records. Task: describe an organic reaction: reactants, conditions, products, and yield The reactants are CC1=C(C(=NO1)C1=CC=CC=C1)C(=O)NN (5-methyl-3-phenyl-isoxazole-4-carboxylic acid hydrazide), FC=1C=C(C(=O)O)C=CC1 (3-fluorobenzoic acid). Product: FC=1C=C(C=CC1)C=1OC(=NN1)C=1C(=NOC1C)C1=CC=CC=C1 (2-(3-Fluoro-phenyl)-5-(5-methyl-3-phenyl-isoxazol-4-yl)-[1,3,4]oxadiazole). Isolated yield 59.0%. RXN SMILES: [CH3:1][C:2]1[O:6][N:5]=[C:4]([C:7]2[CH:12]=[CH:11][CH:10]=[CH:9][CH:8]=2)[C:3]=1[C:13]([NH:15][NH2:16])=[O:14].[F:17][C:18]1[CH:19]=[C:20]([CH:24]=[CH:25][CH:26]=1)[C:21](O)=O>>[F:17][C:18]1[CH:19]=[C:20]([C:21]2[O:14][C:13]([C:3]3[C:4]([C:7]4[CH:12]=[CH:11][CH:10]=[CH:9][CH:8]=4)=[N:5][O:6][C:2]=3[CH3:1])=[N:15][N:16]=2)[CH:24]=[CH:25][CH:26]=1. Procedure: As described for example 2, 5-methyl-3-phenyl-isoxazole-4-carboxylic acid hydrazide (2.00 g, 9.21 mmol) was converted using 3-fluorobenzoic acid instead of o-toluic acid to the title compound (SiO2, heptane:ethyl acetate:dichloromethane=70:10:20 to 40:40:20, 1.75 mg, 59%) which was obtained as an off-white solid. MS: m/e=322.1 [M+H]+. Reactants: BrB(Br)Br, ClCCl, COc1cc(C=O)ccc1F. Product: O=Cc1ccc(F)c(O)c1. As a reaction SMILES: [B:12]([Br:13])([Br:14])[Br:15].[Cl:16][CH2:17][Cl:18].[F:1][c:2]1[c:3]([O:10][CH3:11])[cH:4][c:5]([CH:6]=[O:7])[cH:8][cH:9]1>>[F:1][c:2]1[c:3]([OH:10])[cH:4][c:5]([CH:6]=[O:7])[cH:8][cH:9]1. RXN SMILES: [BrH:28].[F:1][C:2]([c:3]1[cH:4][c:5]([NH:9][C:10](=[O:11])[c:12]2[cH:13][c:14]3[c:15]([O:24][CH3:25])[n:16][n:17][c:18]([O:22][CH3:23])[c:19]3[cH:20][cH:21]2)[n:6][cH:7][cH:8]1)([F:26])[F:27].[Na+:30].[O:31]1[CH2:32][CH2:33][O:34][CH2:35][CH2:36]1.[OH-:29]>>[F:1][C:2]([c:3]1[cH:4][c:5]([NH:9][C:10](=[O:11])[c:12]2[cH:13][c:14]3[c:15]([OH:24])[n:16][n:17][c:18]([O:22][CH3:23])[c:19]3[cH:20][cH:21]2)[n:6][cH:7][cH:8]1)([F:26])[F:27]. Reactants: Br, COc1nnc(OC)c2cc(C(=O)Nc3cc(C(F)(F)F)ccn3)ccc12, [Na+], C1COCCO1, [OH-]. Product: COc1nnc(O)c2cc(C(=O)Nc3cc(C(F)(F)F)ccn3)ccc12. Reactants: FC=1C=C(CNC(C(F)(F)F)=O)C=CC1 (3-Fluoro-N-trifluoroacetylbenzylamine), FC=1C=C(CNC(C(F)(F)F)=O)C=CC1 (3-Fluoro-N-trifluoroacetylbenzylamine), [H-].[Na+] (sodium hydride), resultant mixture, IC (Iodomethane), O (water). The solvent is C1CCOC1 (THF), C1CCOC1 (THF). Reaction conditions: time 8 hour. The product is FC=1C=C(CN(C(C(F)(F)F)=O)C)C=CC1 (3-fluoro-N-methyl-N-(trifluoroacetyl)benzylamine). Yield: 92.0%. RXN SMILES: [F:1][C:2]1[CH:3]=[C:4]([CH:13]=[CH:14][CH:15]=1)[CH2:5][NH:6][C:7](=[O:12])[C:8]([F:11])([F:10])[F:9].[H-].[Na+].I[CH3:19].O>C1COCC1>[F:1][C:2]1[CH:3]=[C:4]([CH:13]=[CH:14][CH:15]=1)[CH2:5][N:6]([CH3:19])[C:7](=[O:12])[C:8]([F:10])([F:11])[F:9] |f:1.2|. Reported procedure: A solution of 3-fluoro-N-(trifluoroacetyl)benzylamine (Intermediate 105, 0.508 g) in THF (5 mL) was added to a stirred suspension of sodium hydride (60% oil dispersion, 0.096 g) in THF (5 mL). The resultant mixture was stirred at room temperature for 30 minutes. Iodomethane (0.653 g) was added and the mixture was stirred at room temperature overnight. The mixture was poured into water and extracted with ethyl acetate, washed with water, dried (MgSO4) and filtered. The filtrate was evaporated to ... The reactants are BrCCCCN1C(SC2(C1=O)CCCC2)C (3-(4-bromobutyl)-2-methyl-1-thia-3-azaspiro[4.4]nonan-4-one), Cl.Cl.C1(=CC=CC=C1)N1C=C(C2=CC=CC=C12)N1CCNCC1 (1-(1-phenyl-1H-indol-3-yl) piperazine dihydrochloride), C(C)(C)N(CC)C(C)C (diisopropylethyl amine), C(=O)([O-])[O-].[K+].[K+] (K2CO3), [Na+].[I-] (NaI). Run in CC#N (CH3CN). Run at temperature 80 celsius. Yields the product Cl.Cl.C1(=CC=CC=C1)N1C=C(C2=CC=CC=C12)N1CCN(CC1)CCCCN1C(SC2(C1=O)CCCC2)C (3-[4-[1-(1-Phenyl-1H-indol-3-yl)-4-piperazinyl]butyl]2-methyl-1-thia-3-azaspiro[4.4]nonan-4-one dihydrochloride). Isolated yield 122.7%. Reaction SMILES: Br[CH2:2][CH2:3][CH2:4][CH2:5][N:6]1[C:10](=[O:11])[C:9]2([CH2:15][CH2:14][CH2:13][CH2:12]2)[S:8][CH:7]1[CH3:16].[ClH:17].Cl.[C:19]1([N:25]2[C:33]3[C:28](=[CH:29][CH:30]=[CH:31][CH:32]=3)[C:27]([N:34]3[CH2:39][CH2:38][NH:37][CH2:36][CH2:35]3)=[CH:26]2)[CH:24]=[CH:23][CH:22]=[CH:21][CH:20]=1.C(N(C(C)C)CC)(C)C.C([O-])([O-])=O.[K+].[K+].[Na+].[I-]>CC#N>[ClH:17].[ClH:17].[C:19]1([N:25]2[C:33]3[C:28](=[CH:29][CH:30]=[CH:31][CH:32]=3)[C:27]([N:34]3[CH2:39][CH2:38][N:37]([CH2:2][CH2:3][CH2:4][CH2:5][N:6]4[C:10](=[O:11])[C:9]5([CH2:15][CH2:14][CH2:13][CH2:12]5)[S:8][CH:7]4[CH3:16])[CH2:36][CH2:35]3)=[CH:26]2)[CH:20]=[CH:21][CH:22]=[CH:23][CH:24]=1 |f:1.2.3,5.6.7,8.9,11.12.13|. Reported procedure: A mixture of 3-(4-bromobutyl)-2-methyl-1-thia-3-azaspiro[4.4]nonan-4-one (6.80 g), 1-(1-phenyl-1H-indol-3-yl) piperazine dihydrochloride (4.80 g), diisopropylethyl amine (8.16 g), K2CO3 (9.50 g), NaI (400 mg) and CH3CN (200 ml) was heated at 80° C. under nitrogen for 24 hours. The mixture was cooled and filtered, the inorganics were washed with dichloromethane, and the filtrate was concentrated under reduced pressure to a residue. The residue was diluted with 0.5N NaOH (150 ml) and the aqueous m... The reactants are polystyrene, CC1=CC=C(C=C)C=C1 (p-methylstyrene), C(C)OC(C)OC1=CC=C(C=C)C=C1 (p-(1-ethoxyethoxy)styrene), OC1=CC=C(C=C)C=C1 (p-hydroxystyrene). Yields the product C(C)OC(C)OC1=CC=C(C=C)C=C1.OC=CC1=CC=CC=C1.CC1=CC=C(C=C)C=C1 (p-(1-ethoxyethoxy)styrene hydroxystyrene p-methylstyrene). Reaction SMILES: [CH2:1]([O:3][CH:4]([O:6][C:7]1[CH:14]=[CH:13][C:10]([CH:11]=[CH2:12])=[CH:9][CH:8]=1)[CH3:5])[CH3:2].[OH:15][C:16]1[CH:23]=[CH:22][C:19]([CH:20]=[CH2:21])=[CH:18][CH:17]=1.[CH3:24][C:25]1[CH:32]=[CH:31][C:28]([CH:29]=[CH2:30])=[CH:27][CH:26]=1>>[CH2:1]([O:3][CH:4]([O:6][C:7]1[CH:8]=[CH:9][C:10]([CH:11]=[CH2:12])=[CH:13][CH:14]=1)[CH3:5])[CH3:2].[OH:15][CH:30]=[CH:29][C:28]1[CH:31]=[CH:32][CH:25]=[CH:26][CH:27]=1.[CH3:24][C:16]1[CH:23]=[CH:22][C:19]([CH:20]=[CH2:21])=[CH:18][CH:17]=1 |f:3.4.5|. Reported procedure: A solution of poly(p-tert-butoxystyrene/p-methylstyrene) (70 g) obtained in above (1) and conc. hydrochloric acid (100 ml) in 1,4-dioxane was reacted for 4 hours at 70°-80° C. with stirring. After cooling, the reaction mixture was poured into H2O (5 l) and the polymer was precipitated. The polymer was filtered, washed with H2O and dried under reduced pressure to give 47.6 g of poly(p-hydroxystyrene/p-methylstyrene) as white powder. The polymer was found to have p-hydroxystyrene unit and p-methyl... The reactants are COc1ccc(CN2C(=O)c3ccc(Br)cc3C2(C)C)cc1, CC#N, CCOC(C)=O, [NH4+], O=[N+]([O-])[O-], O. The product is CC1(C)NC(=O)c2ccc(Br)cc21. RXN SMILES: [Br:1][c:2]1[cH:3][c:4]2[c:8]([cH:9][cH:10]1)[C:7](=[O:11])[N:6]([CH2:12][c:13]1[cH:14][cH:15][c:16]([O:17][CH3:18])[cH:19][cH:20]1)[C:5]2([CH3:21])[CH3:22].[CH3:28][C:29]#[N:30].[CH3:32][CH2:33][O:34][C:35](=[O:36])[CH3:37].[NH4+:23].[O-:24][N+:25](=[O:26])[O-:27].[OH2:31]>>[Br:1][c:2]1[cH:3][c:4]2[c:8]([cH:9][cH:10]1)[C:7](=[O:11])[NH:6][C:5]2([CH3:21])[CH3:22].